Dataset: the Open Reaction Database (ORD), a public repository of structured organic reaction records. Task: describe an organic reaction: reactants, conditions, products, and yield Starting materials: BrC=1C=C(C(=O)Cl)C=CC1 (3-bromobenzoyl chloride), solution, CN (methylamine). The solvent is C1CCOC1 (THF), CO (methanol). Run at temperature 0 celsius, time 1 hour. The product is BrC=1C=C(C=CC1)C(=O)N (3-bromophenylcarboxamide). RXN SMILES: [Br:1][C:2]1[CH:3]=[C:4]([CH:8]=[CH:9][CH:10]=1)[C:5](Cl)=[O:6].C[NH2:12]>C1COCC1.CO>[Br:1][C:2]1[CH:3]=[C:4]([C:5]([NH2:12])=[O:6])[CH:8]=[CH:9][CH:10]=1. Reported procedure: To a solution of 3-bromobenzoyl chloride (21.75 g) in THF (20 ml) was added a 40% solution (50 ml) of methylamine in methanol at 0° C. and the mixture was stirred at 0° C. for 1 h. The solvent was evaporated under reduced pressure, and the residue was dissolved in ethyl acetate, the mixture was washed with water and brine, dried (magnesium sulfate) and concentrated under reduced pressure. The residue was recrystallized from ethyl acetate-hexane to give the title compound (18.6 g) as colorless po... The reactants are Cl.C1(=CC=CC=C1)CCCCN(CC1=CC=CC=C1)CCC(=O)O (3-[N-(4-phenylbutyl)-N-benzylamino]-propionic acid hydrochloride), [H][H] (hydrogen). The reagents and catalysts are [Pd] (palladium-on-charcoal). Run in C(C)O (ethanol). The product is Cl.C1(=CC=CC=C1)CCCCNCCC(=O)O (3-[N-(4-Phenylbutyl)-amino]-propionic acid hydrochloride). RXN SMILES: [ClH:1].[C:2]1([CH2:8][CH2:9][CH2:10][CH2:11][N:12]([CH2:20][CH2:21][C:22]([OH:24])=[O:23])CC2C=CC=CC=2)[CH:7]=[CH:6][CH:5]=[CH:4][CH:3]=1.[H][H]>C(O)C.[Pd]>[ClH:1].[C:2]1([CH2:8][CH2:9][CH2:10][CH2:11][NH:12][CH2:20][CH2:21][C:22]([OH:24])=[O:23])[CH:7]=[CH:6][CH:5]=[CH:4][CH:3]=1 |f:0.1,5.6|. Procedure details: 27.13 g (0.085 mol) of this hydrochloride are hydrogenated in 300 ml of ethanol over 3 g of 5% palladium-on-charcoal catalyst at 20°-25° under normal pressure until the uptake of hydrogen has ended. The catalyst is filtered off with suction, the filtrate is evaporated and the residue is crystallized from acetone. 3-[N-(4-Phenylbutyl)-amino]-propionic acid hydrochloride is obtained, melting point 135°-137°. The reactants are C, ClCCl, CN(C)C=O, Cl, [N-]=[N+]=NCCN1CCN(C(CC(=O)OC(c2ccccc2)c2ccccc2)c2cccnc2)C(=O)C1=O, [Na+], O=C([O-])O, [Pd]. Product: NCCN1CCN(C(CC(=O)OC(c2ccccc2)c2ccccc2)c2cccnc2)C(=O)C1=O. Reaction SMILES: [C:49].[CH2:51]([Cl:52])[Cl:53].[CH3:39][N:40]([CH3:41])[CH:42]=[O:43].[ClH:38].[N:1](=[N+:2]=[N-:3])[CH2:4][CH2:5][N:6]1[C:7](=[O:37])[C:8](=[O:36])[N:9]([CH:12]([CH2:13][C:14](=[O:15])[O:16][CH:17]([c:18]2[cH:19][cH:20][cH:21][cH:22][cH:23]2)[c:24]2[cH:25][cH:26][cH:27][cH:28][cH:29]2)[c:30]2[cH:31][n:32][cH:33][cH:34][cH:35]2)[CH2:10][CH2:11]1.[Na+:44].[OH:45][C:46](=[O:47])[O-:48].[Pd:50]>>[NH2:1][CH2:4][CH2:5][N:6]1[C:7](=[O:37])[C:8](=[O:36])[N:9]([CH:12]([CH2:13][C:14](=[O:15])[O:16][CH:17]([c:18]2[cH:19][cH:20][cH:21][cH:22][cH:23]2)[c:24]2[cH:25][cH:26][cH:27][cH:28][cH:29]2)[c:30]2[cH:31][n:32][cH:33][cH:34][cH:35]2)[CH2:10][CH2:11]1. The reactants are CC(=O)[O-], CC(=O)OC(C)=O, [Na+], COC(=O)c1ccc(OC)c(O)c1. Yields the product COC(=O)c1ccc(OC)c(OC(C)=O)c1. RXN SMILES: [CH3:15][C:16]([O-:17])=[O:18].[CH3:19][C:20]([O:21][C:22](=[O:23])[CH3:24])=[O:25].[Na+:14].[OH:1][c:2]1[cH:3][c:4]([C:5](=[O:6])[O:7][CH3:8])[cH:9][cH:10][c:11]1[O:12][CH3:13]>>[O:1]([c:2]1[cH:3][c:4]([C:5](=[O:6])[O:7][CH3:8])[cH:9][cH:10][c:11]1[O:12][CH3:13])[C:16]([CH3:15])=[O:17]. Reactants: [BH4-].[Na+] (sodium borohydride), NC1=NC(=NC=C1C=S)C (4-amino-2-methylthiopyrimidine-5-carboxaldehyde), ClC1=C(N)C(=CC=C1)Cl (2,6-dichloroaniline), C1(=CC=C(C=C1)S(=O)(=O)O)C (4-toluenesulfonic acid). The solvent is C=1(C(=CC=CC1)C)C (xylene), O (water). Run at time 1 hour. Yields the product ClC1=C(C(=CC=C1)Cl)NCC=1C(=NC(=NC1)SC)N (5-(2,6-dichlorophenyl)aminomethyl-4-amino-2-methylthiopyrimidine). Yield: 143.7%. Reaction SMILES: [NH2:1][C:2]1[C:7]([CH:8]=S)=[CH:6][N:5]=[C:4](C)[N:3]=1.[Cl:11][C:12]1[CH:18]=[CH:17][CH:16]=[C:15]([Cl:19])[C:13]=1[NH2:14].C1(C)C=C[C:23]([S:26](O)(=O)=O)=CC=1.[BH4-].[Na+]>C1(C)C(C)=CC=CC=1.O>[Cl:11][C:12]1[CH:18]=[CH:17][CH:16]=[C:15]([Cl:19])[C:13]=1[NH:14][CH2:8][C:7]1[C:2]([NH2:1])=[N:3][C:4]([S:26][CH3:23])=[N:5][CH:6]=1 |f:3.4|. Procedure: A mixture of 10 g (59.2 mmol) of 4-amino-2-methylthiopyrimidine-5-carboxaldehyde, 9.7 g (59.9 mmol) of 2,6-dichloroaniline and 1 g (5.3 mmol) of 4-toluenesulfonic acid in 200 ml of xylene was heated at reflux with the azeotropic removal of water for 24 hours. The mixture was cooled and evaporated. 50 ml of acetic acid and 20 ml of toluene were added to the residue. The mixture was cooled in ice and treated portionwise over 30 minutes with 5 g (147 mmol) of sodium borohydride. After 1 hour the mi...